From a dataset of the Open Reaction Database (ORD), a public repository of structured organic reaction records. describe an organic reaction: reactants, conditions, products, and yield Reactants: C1CCOC1, CCOC(C)=O, O=C(c1ccc(-c2cc(Cl)c(CC3CCN(C4CCCCC4)C3=O)c(Cl)c2)cc1)N1CCNCC1, CCN(C(C)C)C(C)C, O=S(=O)(OCC(F)(F)F)C(F)(F)F. The product is O=C(c1ccc(-c2cc(Cl)c(CC3CCN(C4CCCCC4)C3=O)c(Cl)c2)cc1)N1CCN(CC(F)(F)F)CC1. As a reaction SMILES: [CH2:58]1[O:59][CH2:60][CH2:61][CH2:62]1.[CH3:63][CH2:64][O:65][C:66](=[O:67])[CH3:68].[CH:1]1([N:7]2[C:8](=[O:35])[CH:9]([CH2:12][c:13]3[c:14]([Cl:34])[cH:15][c:16](-[c:20]4[cH:21][cH:22][c:23]([C:26](=[O:27])[N:28]5[CH2:29][CH2:30][NH:31][CH2:32][CH2:33]5)[cH:24][cH:25]4)[cH:17][c:18]3[Cl:19])[CH2:10][CH2:11]2)[CH2:2][CH2:3][CH2:4][CH2:5][CH2:6]1.[CH:36]([N:37]([CH2:38][CH3:39])[CH:40]([CH3:41])[CH3:42])([CH3:43])[CH3:44].[F:45][C:46]([CH2:47][O:48][S:49]([C:50]([F:51])([F:52])[F:53])(=[O:54])=[O:55])([F:56])[F:57]>>[CH:1]1([N:7]2[C:8](=[O:35])[CH:9]([CH2:12][c:13]3[c:14]([Cl:34])[cH:15][c:16](-[c:20]4[cH:21][cH:22][c:23]([C:26](=[O:27])[N:28]5[CH2:29][CH2:30][N:31]([CH2:47][C:46]([F:45])([F:56])[F:57])[CH2:32][CH2:33]5)[cH:24][cH:25]4)[cH:17][c:18]3[Cl:19])[CH2:10][CH2:11]2)[CH2:2][CH2:3][CH2:4][CH2:5][CH2:6]1. Starting materials: [Cl-].C(C)(C)(C)OC(C[Zn+])=O (2-tert-butoxy-2-oxoethylzinc chloride), C(C1=CC=CC=C1)OC1=C(C=CC(=C1)Br)C=CC (2-benzyloxy-4-bromo-1-(propenyl)-benzene). The reagents and catalysts are CC(C)([P](C(C)(C)C)([Pd][P](C(C)(C)C)(C(C)(C)C)C(C)(C)C)C(C)(C)C)C (bis(tri-tert-butylphosphine)palladium(0)). The solvent is O1CCOCC1 (dioxane). Conditions: time 18 hour. The product is C(C)(C)(C)OC(CC1=CC(=C(C=C1)C=CC)OCC1=CC=CC=C1)=O ([3-benzyloxy-4-(propenyl)-phenyl]-acetic acid tert-butyl ester). RXN SMILES: [Cl-].[C:2]([O:6][C:7](=[O:10])[CH2:8][Zn+])([CH3:5])([CH3:4])[CH3:3].[CH2:11]([O:18][C:19]1[CH:24]=[C:23](Br)[CH:22]=[CH:21][C:20]=1[CH:26]=[CH:27][CH3:28])[C:12]1[CH:17]=[CH:16][CH:15]=[CH:14][CH:13]=1>O1CCOCC1.CC(C)([P](C(C)(C)C)([Pd][P](C(C)(C)C)(C(C)(C)C)C(C)(C)C)C(C)(C)C)C>[C:2]([O:6][C:7](=[O:10])[CH2:8][C:23]1[CH:22]=[CH:21][C:20]([CH:26]=[CH:27][CH3:28])=[C:19]([O:18][CH2:11][C:12]2[CH:17]=[CH:16][CH:15]=[CH:14][CH:13]=2)[CH:24]=1)([CH3:5])([CH3:4])[CH3:3] |f:0.1,^1:37,43|. Procedure details: A solution of 2-tert-butoxy-2-oxoethylzinc chloride (12.2 mL, 6.13 mmol, 1.8 eq.) was added to a solution of 2-benzyloxy-4-bromo-1-(propenyl)-benzene (mixture of E- and Z-isomers ca. 9:1) (1.17 g, 3.40 mmol, 1.00 eq.) and bis(tri-tert-butylphosphine)palladium(0) (266 mg, 0.51 mmol, 0.15 eq.) in dioxane (27 mL). The resulting mixture was stirred at r.t. for 18 hours. The mixture was filtered through Celite and the filter cake was rinsed with dioxane. The filtrate was concentrated in vacuo. The re... Starting materials: BrC1=C(C(=C(C(=C1F)F)F)F)F (1-bromo-2,3,4,5,6-pentafluorobenzene), C(CC#C)O (3-butyn-1-ol), COC(C)(C)C (tert-butyl methyl ether). The reagents and catalysts are [Cu]I (copper (I) iodide), C1(=CC=CC=C1)P(C1=CC=CC=C1)C1=CC=CC=C1 (triphenylphosphine). Solvent: C(C)N(CC)CC (triethylamine). Conditions: temperature 80 celsius, time 16 hour. Yields the product FC1=C(C(=C(C(=C1C#CCCO)F)F)F)F (4-(pentafluorophenyl)buta-3-in-1-ol). Isolated yield 89.9%. As a reaction SMILES: Br[C:2]1[C:7]([F:8])=[C:6]([F:9])[C:5]([F:10])=[C:4]([F:11])[C:3]=1[F:12].[CH2:13]([OH:17])[CH2:14][C:15]#[CH:16].COC(C)(C)C>C(N(CC)CC)C.[Cu]I.C1(P(C2C=CC=CC=2)C2C=CC=CC=2)C=CC=CC=1>[F:8][C:7]1[C:2]([C:16]#[C:15][CH2:14][CH2:13][OH:17])=[C:3]([F:12])[C:4]([F:11])=[C:5]([F:10])[C:6]=1[F:9]. Procedure: To a solution of 1-bromo-2,3,4,5,6-pentafluorobenzene (50 g) in triethylamine (200 mL), 3-butyn-1-ol (15 g), triphenylphosphine (2.7 g), dichlorobistriphenylphosphinepalladium (3.6 g) and copper (I) iodide (1.9 g) were added, followed by stirring at 80° C. for 16 hours. The reaction mixture was cooled to room temperature, and tert-butyl methyl ether (500 mL) was added thereto, followed by stirring at 0° C. for 30 minutes. The reaction mixture was filtered through “Celite” (registered trademark),... Reactants: FC(CC(F)F)(F)F (1,1,1,3,3-pentafluoropropane), ClC(CC(Cl)(Cl)Cl)(Cl)Cl (1,1,1,3,3,3-hexachloropropane). Solvent: C(Cl)(Cl)(Cl)Cl (Carbon tetrachloride). Yields the product C(=C)(Cl)Cl (vinylidene chloride), FC(CC(Cl)(F)F)(F)F (1,1,1,3,3-pentafluoro-3-chloropropane). As a reaction SMILES: [F:1][C:2]([F:8])([F:7])[CH2:3][CH:4]([F:6])[F:5].[Cl:9][C:10](Cl)([Cl:16])[CH2:11]C(Cl)(Cl)Cl>C(Cl)(Cl)(Cl)Cl>[C:10]([Cl:16])([Cl:9])=[CH2:11].[F:1][C:2]([F:8])([F:7])[CH2:3][C:4]([F:6])([F:5])[Cl:9]. Procedure details: The known methods of producing 1,1,1,3,3-pentafluoropropane are as follows. Carbon tetrachloride and vinylidene chloride are prepared and an addition reaction is triggered. The reaction product, 1,1,1,3,3,3-hexachloropropane, is fluorinated to produce 1,1,1,3,3-pentafluoro-3-chloropropane which is reduced with hydrogen to produce 1,1,1,3,3-pentafluoropropane (WO 95/04022).